Dataset: the Open Reaction Database (ORD), a public repository of structured organic reaction records. Task: describe an organic reaction: reactants, conditions, products, and yield The reactants are COC(=O)C1CC(=O)N(Cc2ccccc2)C1, C1CCOC1, CO, Cl. Product: COC(=O)C1CCN(Cc2ccccc2)C1. Reaction SMILES: [CH2:1]([c:2]1[cH:3][cH:4][cH:5][cH:6][cH:7]1)[N:8]1[C:9](=[O:17])[CH2:10][CH:11]([C:13](=[O:14])[O:15][CH3:16])[CH2:12]1.[CH2:21]1[O:22][CH2:23][CH2:24][CH2:25]1.[CH3:18][OH:19].[ClH:20]>>[CH2:1]([c:2]1[cH:3][cH:4][cH:5][cH:6][cH:7]1)[N:8]1[CH2:9][CH2:10][CH:11]([C:13](=[O:14])[O:15][CH3:16])[CH2:12]1. The product is C(C)(C)(C)C1=NC=C(C(=N1)OCC)C=1N(C(C(N1)(C)C1=CC=C(C=C1)Cl)(C)C1=CC=C(C=C1)Cl)C(=O)N1CCN(CC1)CC[C@H](CO)O ([2-(2-tert-Butyl-4-ethoxy-pyrimidin-5-yl)-4,5-bis-(4-chloro-phenyl)-4,5-dimethyl-4,5-dihydro-imidazol-1-yl]-[4-((R)-3,4-dihydroxy-butyl)-piperazin-1-yl]-methanone). The reactants are C(C)(C)(C)C1=NC=C(C(=N1)OCC)C=1N([C@]([C@](N1)(C)C1=CC=C(C=C1)Cl)(C)C1=CC=C(C=C1)Cl)C(=O)N1CCN(CC1)CC[C@H]1OC(OC1)(C)C (rac-[(4S*,5R*)-2-(2-tert-butyl-4-ethoxy-pyrimidin-5-yl)-4,5-bis-(4-chloro-phenyl)-4,5-dimethyl-4,5-dihydro-imidazol-1-yl]-{4-[2-((R)-2,2-dimethyl-[1,3]dioxolan-4-yl)-ethyl]-piperazin-1-yl}-methanone). The reagents and catalysts are FC(C(=O)O)(F)F (trifluoroacetic acid). Yield: 23.3%. Run at time 2 day. Procedure: To a solution of rac-[(4S*,5R*)-2-(2-tert-butyl-4-ethoxy-pyrimidin-5-yl)-4,5-bis-(4-chloro-phenyl)-4,5-dimethyl-4,5-dihydro-imidazol-1-yl]-{4-[2-((R)-2,2-dimethyl-[1,3]dioxolan-4-yl)-ethyl]-piperazin-1-yl}-methanone (30 mg) in tetrahydrofuran (1 mL) was added 10 drops of trifluoroacetic acid. The mixture was stirred at room temperature for 2 d and concentrated. Purification of the crude residue by reversed phase HPLC (C18-silica gel, eluting with water and acetonitrile) gave the title compound a... Run in O1CCCC1 (tetrahydrofuran). Reaction SMILES: [C:1]([C:5]1[N:10]=[C:9]([O:11][CH2:12][CH3:13])[C:8]([C:14]2[N:15]([C:35]([N:37]3[CH2:42][CH2:41][N:40]([CH2:43][CH2:44][C@@H:45]4[CH2:49][O:48]C(C)(C)[O:46]4)[CH2:39][CH2:38]3)=[O:36])[C@@:16]([C:28]3[CH:33]=[CH:32][C:31]([Cl:34])=[CH:30][CH:29]=3)([CH3:27])[C@@:17]([C:20]3[CH:25]=[CH:24][C:23]([Cl:26])=[CH:22][CH:21]=3)([CH3:19])[N:18]=2)=[CH:7][N:6]=1)([CH3:4])([CH3:3])[CH3:2]>O1CCCC1.FC(F)(F)C(O)=O>[C:1]([C:5]1[N:10]=[C:9]([O:11][CH2:12][CH3:13])[C:8]([C:14]2[N:15]([C:35]([N:37]3[CH2:42][CH2:41][N:40]([CH2:43][CH2:44][C@@H:45]([OH:46])[CH2:49][OH:48])[CH2:39][CH2:38]3)=[O:36])[C:16]([C:28]3[CH:33]=[CH:32][C:31]([Cl:34])=[CH:30][CH:29]=3)([CH3:27])[C:17]([C:20]3[CH:21]=[CH:22][C:23]([Cl:26])=[CH:24][CH:25]=3)([CH3:19])[N:18]=2)=[CH:7][N:6]=1)([CH3:2])([CH3:3])[CH3:4]. Starting materials: C(C)(=O)N1C(C(C2=CC=CC=C12)=C(C1=CC=CC=C1)OCC)=O (1-acetyl-3-(1-ethoxy-1-phenyl-methylidene)-2-indolinone), N1(CCCC1)S(=O)(=O)C1=CC=C(N)C=C1 (4-(pyrrolidin-1-ylsulphonyl)-aniline). Product: N1(CCCC1)S(=O)(=O)C1=CC=C(C=C1)N\C(\C1=CC=CC=C1)=C\1/C(NC2=CC=CC=C12)=O ((Z)-3-{1-[4-(pyrrolidin-1-ylsulphonyl)-phenylamino]-1-phenyl-methylidene}-2-indolinone). Reaction SMILES: C([N:4]1[C:12]2[C:7](=[CH:8][CH:9]=[CH:10][CH:11]=2)[C:6](=[C:13](OCC)[C:14]2[CH:19]=[CH:18][CH:17]=[CH:16][CH:15]=2)[C:5]1=[O:23])(=O)C.[N:24]1([S:29]([C:32]2[CH:38]=[CH:37][C:35]([NH2:36])=[CH:34][CH:33]=2)(=[O:31])=[O:30])[CH2:28][CH2:27][CH2:26][CH2:25]1>>[N:24]1([S:29]([C:32]2[CH:38]=[CH:37][C:35]([NH:36]/[C:13](=[C:6]3\[C:5](=[O:23])[NH:4][C:12]4[C:7]\3=[CH:8][CH:9]=[CH:10][CH:11]=4)/[C:14]3[CH:15]=[CH:16][CH:17]=[CH:18][CH:19]=3)=[CH:34][CH:33]=2)(=[O:31])=[O:30])[CH2:25][CH2:26][CH2:27][CH2:28]1. Procedure: Prepared analogously to Example 1c from 1-acetyl-3-(1-ethoxy-1-phenyl-methylidene)-2-indolinone and 4-(pyrrolidin-1-ylsulphonyl)-aniline.